From a dataset of the Open Reaction Database (ORD), a public repository of structured organic reaction records. describe an organic reaction: reactants, conditions, products, and yield Starting materials: NC=1C=C(C#N)C=CC1N (3,4-diaminobenzonitrile), imidate, CCOC(=O)C (EtOAc). Run in CO (methanol). Run at time 4 hour. Product: OC1=CC=C(C=C1)C1=NC2=C(N1)C=CC(=C2)C#N (2-(4-hydroxyphenyl)-1H-benzimidazole-5-nitrile). Isolated yield 85.0%. Reaction SMILES: [NH2:1][C:2]1[CH:3]=[C:4]([CH:7]=[CH:8][C:9]=1[NH2:10])[C:5]#[N:6].CCO[C:14]([CH3:16])=[O:15]>CO>[OH:15][C:14]1[CH:16]=[CH:5][C:4]([C:7]2[NH:10][C:9]3[CH:8]=[CH:7][C:4]([C:5]#[N:6])=[CH:3][C:2]=3[N:1]=2)=[CH:3][CH:2]=1. Reported procedure: A mixture of 3,4-diaminobenzonitrile (3.0 g, 0.023 mol) and the imidate in 500 mL of methanol was heated at 70° C. under nitrogen. The reaction was followed by TLC with 1:1 Hex/EtOAc. After 4 h the reaction solution was place under vac cuo to remove all solvents. The residue was recrystallized from ethyl acetate to afford 4.5 g (85%) of 2-(4-hydroxyphenyl)-1H-benzimidazole-5-nitrile. Reactants: NC1=C(C=C(C(=C1)Cl)OC)C(=O)C1=C(C=CC=C1)Cl ((2-amino-4-chloro-5-methoxyphenyl)(2-chlorophenyl)-methanone), [H-].C(C(C)C)[Al+]CC(C)C (diisobutylaluminum hydride), NC=1C(=NN(C1Cl)CC=C)C (4-amino-5-chloro-3-methyl-1-(2-propenyl)-1H-pyrazole), ClC1=CC2=C(C(=NC=3C(=N2)N(NC3C)CC=C)C3=C(C=CC=C3)Cl)C=C1OC (8-chloro-5-(2-chlorophenyl)-1,2-dihydro-7-methoxy-3-methyl-1-(2-propenyl)-pyrazolo[3,4-b][1,4]benzodiazepine). The product is ClC1=CC2=C(C(=NC=3C(=N2)NNC3C)C3=C(C=CC=C3)Cl)C=C1OC (8-chloro-5-(2-chlorophenyl)-1,2-dihydro-7-methoxy-3-methyl-pyrazolo[3,4-b][1,4]benzodiazepine). Reaction SMILES: NC1C=C(Cl)C(OC)=CC=1C(C1C=CC=CC=1Cl)=O.NC1C(C)=NN(CC=C)C=1Cl.[Cl:31][C:32]1[C:56]([O:57][CH3:58])=[CH:55][C:35]2[C:36]([C:48]3[CH:53]=[CH:52][CH:51]=[CH:50][C:49]=3[Cl:54])=[N:37][C:38]3[C:39]([N:41](CC=C)[NH:42][C:43]=3[CH3:44])=[N:40][C:34]=2[CH:33]=1.[H-].C([Al+]CC(C)C)C(C)C>>[Cl:31][C:32]1[C:56]([O:57][CH3:58])=[CH:55][C:35]2[C:36]([C:48]3[CH:53]=[CH:52][CH:51]=[CH:50][C:49]=3[Cl:54])=[N:37][C:38]3[C:39]([NH:41][NH:42][C:43]=3[CH3:44])=[N:40][C:34]=2[CH:33]=1 |f:3.4|. Reported procedure: 8-chloro-5-(2-chlorophenyl)-1,2-dihydro-7-methoxy-3-methyl-pyrazolo[3,4-b][1,4]benzodiazepine (IVy) was prepared by reacting 0.0012 moles of (2-amino-4-chloro-5-methoxyphenyl)(2-chlorophenyl)-methanone (Xy) with 4-amino-5-chloro-3-methyl-1-(2-propenyl)-1H-pyrazole (XIII), and subsequent dealkylation of the intermediate, 8-chloro-5-(2-chlorophenyl)-1,2-dihydro-7-methoxy-3-methyl-1-(2-propenyl)-pyrazolo[3,4-b][1,4]benzodiazepine (XIVy) with diisobutylaluminum hydride in a manner analogous to Examp...